From a dataset of the Open Reaction Database (ORD), a public repository of structured organic reaction records. describe an organic reaction: reactants, conditions, products, and yield Reactants: [Cl-].[NH4+] (ammonium chloride), C(=O)(N1C=NC=C1)N1C=NC=C1 (carbonyldiimidazole), C(CSCC#CCC#CCC#CCCCCCCCC)(=O)O (3-thia-5,8,11-eicosatriynoic acid), C(COCCO)N (diglycolamine). Solvent: ClCCCl (1,2-dichloroethane). Product: C(CSCC#CCC#CCC#CCCCCCCCC)(=O)N (3-thia-5,8,11-eicosatriynamide). RXN SMILES: C(N1C=CN=C1)([N:3]1C=CN=C1)=O.[C:13]([OH:34])(=O)[CH2:14][S:15][CH2:16][C:17]#[C:18][CH2:19][C:20]#[C:21][CH2:22][C:23]#[C:24][CH2:25][CH2:26][CH2:27][CH2:28][CH2:29][CH2:30][CH2:31][CH3:32].C(N)COCCO.[Cl-].[NH4+]>ClCCCl>[C:13]([NH2:3])(=[O:34])[CH2:14][S:15][CH2:16][C:17]#[C:18][CH2:19][C:20]#[C:21][CH2:22][C:23]#[C:24][CH2:25][CH2:26][CH2:27][CH2:28][CH2:29][CH2:30][CH2:31][CH3:32] |f:3.4|. Reported procedure: 3 g of carbonyldiimidazole are added to a solution of 3.18 g of 3-thia-5,8,11-eicosatriynoic acid in 50 cm3 of 1,2-dichloroethane, stirred at ambient temperature under an inert atmosphere. The mixture thus obtained is heated to a temperature of between 40° and 50° C. for 3 hours. The solution is then cooled to about 10° C. and 2.10 g of diglycolamine are added. 2 hours after the end of the introduction, the reaction mixture is poured into a saturated solution of ammonium chloride. The organic ph... The reactants are C#CCCCC, CC(C)C=O. Product: CCCCC=CC(O)C(C)C. Reaction SMILES: [CH:1]#[C:2][CH2:3][CH2:4][CH2:5][CH3:6].[CH:7]([CH:8]([CH3:9])[CH3:10])=[O:11]>>[CH:1](=[CH:2][CH2:3][CH2:4][CH2:5][CH3:6])[CH:7]([CH:8]([CH3:9])[CH3:10])[OH:11]. Starting materials: OC(CCCCCC=1C=C(C=CC1)C=CC=1C=C(C=C(C1)O)O)(C)C (5-{2-[3-(6-hydroxy-6-methylheptyl)phenyl]vinyl}benzene-1,3-diol). The reagents and catalysts are [Pd] (palladium/carbon). The product is OC(CCCCCC=1C=C(C=CC1)CCC=1C=C(C=C(C1)O)O)(C)C (5-{2-[3-(6-Hydroxy-6-methylheptyl)phenyl]ethyl)benzene-1,3-diol). RXN SMILES: [OH:1][C:2]([CH3:25])([CH3:24])[CH2:3][CH2:4][CH2:5][CH2:6][CH2:7][C:8]1[CH:9]=[C:10]([CH:14]=[CH:15][C:16]2[CH:17]=[C:18]([OH:23])[CH:19]=[C:20]([OH:22])[CH:21]=2)[CH:11]=[CH:12][CH:13]=1>[Pd]>[OH:1][C:2]([CH3:25])([CH3:24])[CH2:3][CH2:4][CH2:5][CH2:6][CH2:7][C:8]1[CH:9]=[C:10]([CH2:14][CH2:15][C:16]2[CH:21]=[C:20]([OH:22])[CH:19]=[C:18]([OH:23])[CH:17]=2)[CH:11]=[CH:12][CH:13]=1. Reported procedure: In a manner similar to Example 9(a), by reacting 600 mg (1.76 mmol) of 5-{2-[3-(6-hydroxy-6-methylheptyl)phenyl]vinyl}benzene-1,3-diol with 60 mg of 10% palladium/carbon, pinkish crystals (m=368 mg; Y=61%) are obtained. m.p.=102-3° C. Reactants: CC1C(=O)N(CCCCO)CCN1C(=O)OCc1ccccc1, O=c1n(Cl)c(=O)n(Cl)c(=O)n1Cl, ClCCl. Product: CC1C(=O)N(CCCC=O)CCN1C(=O)OCc1ccccc1. RXN SMILES: [CH2:1]([c:2]1[cH:3][cH:4][cH:5][cH:6][cH:7]1)[O:8][C:9](=[O:10])[N:11]1[CH:12]([CH3:23])[C:13](=[O:22])[N:14]([CH2:17][CH2:18][CH2:19][CH2:20][OH:21])[CH2:15][CH2:16]1.[Cl:24][n:25]1[c:26](=[O:27])[n:28]([Cl:29])[c:30](=[O:31])[n:32]([Cl:33])[c:34]1=[O:35].[Cl:36][CH2:37][Cl:38]>>[CH2:1]([c:2]1[cH:3][cH:4][cH:5][cH:6][cH:7]1)[O:8][C:9](=[O:10])[N:11]1[CH:12]([CH3:23])[C:13](=[O:22])[N:14]([CH2:17][CH2:18][CH2:19][CH:20]=[O:21])[CH2:15][CH2:16]1. The reactants are COCCO, Clc1nn2cnnc2c2c1CCCC2, NCCN1CCCC1. Yields the product c1nnc2c3c(c(NCCN4CCCC4)nn12)CCCC3. As a reaction SMILES: [CH3:23][O:24][CH2:25][CH2:26][OH:27].[Cl:1][c:2]1[n:3][n:4]2[c:5]([c:6]3[c:11]1[CH2:10][CH2:9][CH2:8][CH2:7]3)[n:12][n:13][cH:14]2.[NH2:15][CH2:16][CH2:17][N:18]1[CH2:19][CH2:20][CH2:21][CH2:22]1>>[c:2]1([NH:15][CH2:16][CH2:17][N:18]2[CH2:19][CH2:20][CH2:21][CH2:22]2)[n:3][n:4]2[c:5]([c:6]3[c:11]1[CH2:10][CH2:9][CH2:8][CH2:7]3)[n:12][n:13][cH:14]2. Reactants: Brc1ccc2[nH]nc(I)c2c1, C[O-], CI, CO, [Na+]. Product: Cn1nc(I)c2cc(Br)ccc21. As a reaction SMILES: [Br:1][c:2]1[cH:3][c:4]2[c:5]([I:11])[n:6][nH:7][c:8]2[cH:9][cH:10]1.[CH3:12][O-:13].[CH3:15][I:16].[CH3:17][OH:18].[Na+:14]>>[Br:1][c:2]1[cH:3][c:4]2[c:5]([I:11])[n:6][n:7]([CH3:12])[c:8]2[cH:9][cH:10]1. Reactants: C(NC1=CC=CC=C1)(SCC(=C)Cl)=S (2-chloroallyl dithiocarbanilate), Cl (hydrochloric acid), C([O-])([O-])=O.[Na+].[Na+] (sodium carbonate). The solvent is O (water). Yields the product C1(=CC=CC=C1)N=C1SC=C(S1)C (2-phenylimino-4-methyl-1,3-dithiole). Isolated yield 50.9%. RXN SMILES: [C:1](=[S:14])([S:9][CH2:10][C:11](Cl)=[CH2:12])[NH:2][C:3]1[CH:8]=[CH:7][CH:6]=[CH:5][CH:4]=1.Cl.C(=O)([O-])[O-].[Na+].[Na+]>O>[C:3]1([N:2]=[C:1]2[S:14][C:11]([CH3:12])=[CH:10][S:9]2)[CH:8]=[CH:7][CH:6]=[CH:5][CH:4]=1 |f:2.3.4|. Reported procedure: In a suitable reaction vessel, 2-chloroallyl dithiocarbanilate (20.3 g, 0.0834 mol) and concentrated hydrochloric acid (26.2 ml, ca. 0.326 mol) are mixed and heated at reflux temperatures for 5 hours. The resulting solution is cooled to room temperature and is diluted with water. Solid sodium carbonate is added to the solution to raise the pH to 6 and the reaction mixture is then extracted with ether. The ether layer is separated and washed with 6N hydrochloric acid. The resulting aqueous acidic... Starting materials: COc1cc2ncnc(Oc3ccc(N)c(F)c3)c2cc1OC, COc1ccccc1N=C=O, CO, ClC(Cl)Cl. Product: COc1ccccc1NC(=O)Nc1ccc(Oc2ncnc3cc(OC)c(OC)cc23)cc1F. RXN SMILES: [CH3:1][O:2][c:3]1[cH:4][c:5]2[c:6]([O:15][c:16]3[cH:17][c:18]([F:23])[c:19]([NH2:20])[cH:21][cH:22]3)[n:7][cH:8][n:9][c:10]2[cH:11][c:12]1[O:13][CH3:14].[CH3:24][O:25][c:26]1[c:27]([N:32]=[C:33]=[O:34])[cH:28][cH:29][cH:30][cH:31]1.[CH3:35][OH:36].[CH:37]([Cl:38])([Cl:39])[Cl:40]>>[CH3:1][O:2][c:3]1[cH:4][c:5]2[c:6]([O:15][c:16]3[cH:17][c:18]([F:23])[c:19]([NH:20][C:33]([NH:32][c:27]4[c:26]([O:25][CH3:24])[cH:31][cH:30][cH:29][cH:28]4)=[O:34])[cH:21][cH:22]3)[n:7][cH:8][n:9][c:10]2[cH:11][c:12]1[O:13][CH3:14].